describe an organic reaction: reactants, conditions, products, and yield From a dataset of the Open Reaction Database (ORD), a public repository of structured organic reaction records. Reactants: [F-].[K+] (KF), C1COCCOCCOCCOCCOCCO1 (18-crown-6), COC1=CC=C(C=C1)[C@@H](C)N1C[C@@H](CC1=O)C=O ((R)-1-((R)-1-(4-methoxyphenyl)ethyl)-5-oxopyrrolidine-3-carbaldehyde), FC(F)[Si](C)(C)C ((difluoromethyl)trimethylsilane), Cl (HCl). Solvent: O (water), CCOC(=O)C (EtOAc). Reaction conditions: time 5 hour. Product: FC(C(O)C1CC(N(C1)[C@H](C)C1=CC=C(C=C1)OC)=O)F (4-(2,2-difluoro-1-hydroxyethyl)-1-((R)-1-(4-methoxyphenyl)ethyl)pyrrolidin-2-one). Reaction SMILES: [F-].[K+].C1OCCOCCOCCOCCOCCOC1.[CH3:21][O:22][C:23]1[CH:28]=[CH:27][C:26]([C@H:29]([N:31]2[C:35](=[O:36])[CH2:34][C@@H:33]([CH:37]=[O:38])[CH2:32]2)[CH3:30])=[CH:25][CH:24]=1.[F:39][CH:40]([Si](C)(C)C)[F:41].Cl>O.CCOC(C)=O>[F:39][CH:40]([F:41])[CH:37]([CH:33]1[CH2:32][N:31]([C@@H:29]([C:26]2[CH:27]=[CH:28][C:23]([O:22][CH3:21])=[CH:24][CH:25]=2)[CH3:30])[C:35](=[O:36])[CH2:34]1)[OH:38] |f:0.1|. Reported procedure: Under a nitrogen atmosphere, KF (0.28 g, 1.87 mmol) and 18-crown-6 (0.49 g, 1.87 mmol) were added to a solution of (3R)-1-[(1R)-1-(4-methoxyphenyl)ethyl]-5-oxopyrrolidine-3-carbaldehyde 1.07 (420 mg, 1.7 mmol) and (difluoromethyl)trimethylsilane (530 mg, 0.52 mmol, 68 uL), and the mixture was stirred at room temperature for 5 hours. 1M HCl was added, and the reaction was stirred for 15 minutes. EtOAc and water were added and the aqueous layer was extracted with EtOAc. The combined organics were ... Starting materials: CC(C)=C (isobutylene), CC1=C(C=CC=C1)C(CCC(=O)O)=O (4-(2-methylphenyl)-4-oxobutanoic acid), S(O)(O)(=O)=O (sulphuric acid), C(C)(C)(C)O (t-butanol), CC(C)=C (isobutylene). Run in ClCCl (dichloromethane). Run at temperature 0 celsius. Product: CC1=C(C=CC=C1)C(CCC(=O)OC(C)(C)C)=O (t-butyl 4-(2-methylphenyl)-4-oxobutanoate). RXN SMILES: [CH3:1][C:2]1[CH:7]=[CH:6][CH:5]=[CH:4][C:3]=1[C:8](=[O:14])[CH2:9][CH2:10][C:11]([OH:13])=[O:12].S(=O)(=O)(O)O.[C:20](O)([CH3:23])([CH3:22])[CH3:21].CC(=C)C>ClCCl>[CH3:1][C:2]1[CH:7]=[CH:6][CH:5]=[CH:4][C:3]=1[C:8](=[O:14])[CH2:9][CH2:10][C:11]([O:13][C:20]([CH3:23])([CH3:22])[CH3:21])=[O:12]. Procedure: A mixture of 4-(2-methylphenyl)-4-oxobutanoic acid (40 g), concentrated sulphuric acid (4 mL) and t-butanol (4 mL) in dichloromethane (200 mL) is cooled to 0° C., and isobutylene (about 400 mL) is condensed into the mixture. It is then stirred at 0° C. until t.l.c. shows reaction is complete. The excess isobutylene is allowed to evaporate, and then the mixture is treated carefully with saturated aqueous sodium bicarbonate solution (200 mL), with vigorous stirring. The organic layer is separated,... The reactants are CC1=CCCC1 (1-methylcyclopent-1-ene), ClS(=O)(=O)N=C=O ([(chlorosulfonyl)imino]methanone), S(=O)([O-])[O-].[Na+].[Na+] (sodium sulfite), [OH-].[K+] (potassium hydroxide). The solvent is C(C)OCC (diethyl ether), O (water). Product: CC12CCCC2C(N1)=O (5-Methyl-6-azabicyclo[3.2.0]heptan-7-one). RXN SMILES: [CH3:1][C:2]1[CH2:6][CH2:5][CH2:4][CH:3]=1.ClS([N:11]=[C:12]=[O:13])(=O)=O.S([O-])([O-])=O.[Na+].[Na+].[OH-].[K+]>C(OCC)C.O>[CH3:1][C:2]12[NH:11][C:12](=[O:13])[CH:6]1[CH2:5][CH2:4][CH2:3]2 |f:2.3.4,5.6|. Procedure: To a solution of 1-methylcyclopent-1-ene (CAS number 693-89-0; 38.5 mL, 365 mmol) in diethyl ether (220 ml) at 0° C. was added drop wise [(chlorosulfonyl)imino]methanone (CAS number 1189-71-5; 33.3 ml, 383 mmol). The reaction was then allowed to warm to room temperature and then heated to 36° C. for 72 hours. The reaction was then cooled to room temperature and a solution of sodium sulfite (73.5 g) in water (400 ml) was added drop wise, followed by the addition of 15% w/v potassium hydroxide (50... Conditions: time 8 hour. Starting materials: BrC=1C=CC2=C(C=C(CCN2)C(=O)OC)C1 (methyl 7-bromo-2,3-dihydro-1H-1-benzazepine-4-carboxylate), n-butylaldehyde, C(C)(=O)O (acetic acid), C(C)(=O)O[BH-](OC(C)=O)OC(C)=O.[Na+] (sodium triacetoxyborohydride), C(O)([O-])=O.[Na+] (sodium hydrogen carbonate). Run in CCOCCOC1=C(C=C(C=C1)C=1C=CC2=C(C=C(CCN2C=O)C(=O)NC2=CC=C(C=C2)CN(C2CCOCC2)C)C1)F (7-[4-(2-ethoxy)ethoxy-3-fluorophenyl]-1-formyl-N-[4-[[N-methyl-N-(tetrahydro-2H-pyran-4-yl)amino]methyl]phenyl]-2,3-dihydro-1H-1-benzazepine-4-carboxamide), O (water). Yields the product BrC=1C=CC2=C(C=C(CCN2CCCC)C(=O)OC)C1 (methyl 7-bromo-1-butyl-2,3-dihydro-1H-1-benzazepine-4-carboxylate). Procedure details: In 1,2-dichloroethane (20) were dissolved methyl 7-bromo-2,3-dihydro-1H-1-benzazepine-4-carboxylate (1.0 g), n-butylaldehyde (1.3 ml) and acetic acid (0.41 ml), and to the solution was added sodium triacetoxyborohydride (3.8 g). The mixture was stirred at room temperature overnight, poured into water, neutralized with sodium hydrogen carbonate solution and extracted with ethyl acetate. The organic layer was washed with water and saturated brine, and dried with anhydrous magnesium sulfate. The so... Reaction SMILES: [Br:1][C:2]1[CH:3]=[CH:4][C:5]2[NH:11][CH2:10][CH2:9][C:8]([C:12]([O:14][CH3:15])=[O:13])=[CH:7][C:6]=2[CH:16]=1.[C:17](O)(=O)[CH3:18].[C:21](O[BH-](OC(=O)C)OC(=O)C)(=O)[CH3:22].[Na+].C(=O)([O-])O.[Na+]>CCOCCOC1C=CC(C2C=CC3N(C=O)CCC(C(NC4C=CC(CN(C)C5CCOCC5)=CC=4)=O)=CC=3C=2)=CC=1F.O>[Br:1][C:2]1[CH:3]=[CH:4][C:5]2[N:11]([CH2:21][CH2:22][CH2:17][CH3:18])[CH2:10][CH2:9][C:8]([C:12]([O:14][CH3:15])=[O:13])=[CH:7][C:6]=2[CH:16]=1 |f:2.3,4.5|. Starting materials: ClC1=NC=C(C(=C1)C)[N+](=O)[O-] (2-chloro-4-methyl-5-nitropyridine), C1(=CC=CC=C1)O (phenol), C([O-])([O-])=O.[K+].[K+] (potassium carbonate), O (water). The solvent is CN(C)C=O (DMF). Conditions: temperature 110 celsius, time 4 hour. The product is CC1=CC(=NC=C1[N+](=O)[O-])OC1=CC=CC=C1 (4-methyl-5-nitro-2-phenoxy-pyridine). RXN SMILES: Cl[C:2]1[CH:7]=[C:6]([CH3:8])[C:5]([N+:9]([O-:11])=[O:10])=[CH:4][N:3]=1.[C:12]1([OH:18])[CH:17]=[CH:16][CH:15]=[CH:14][CH:13]=1.C(=O)([O-])[O-].[K+].[K+].O>CN(C=O)C>[CH3:8][C:6]1[C:5]([N+:9]([O-:11])=[O:10])=[CH:4][N:3]=[C:2]([O:18][C:12]2[CH:17]=[CH:16][CH:15]=[CH:14][CH:13]=2)[CH:7]=1 |f:2.3.4|. Reported procedure: A solution of 2-chloro-4-methyl-5-nitropyridine (10 g, 0.058 mol), in DMF (100 mL) was treated with phenol (6.6 g, 0.07 mol) and potassium carbonate (9.6 g, 0.07 mol) and the reaction mixture was stirred at 110° C. for 4 hr and then cooled. To the reaction mixture was then added water. The reaction mixture was extracted into EtOAc, dried and concentrated to a syrup, which was purified via column chromatography (4:2:0.5; CHCl3:hexanes:EtOAc, v/v) to yield 4-methyl-5-nitro-2-phenoxy-pyridine as a ... Reaction SMILES: [Cl:1][C:2]1[N:3]=[C:4]([C:9]([NH:11][C@@H:12]2[CH2:17][CH2:16][N:15](C(OC(C)(C)C)=O)[CH2:14][C@H:13]2[NH:25][CH:26]2[CH2:28][CH2:27]2)=[O:10])[NH:5][C:6]=1[CH2:7][CH3:8].Cl.O1CCOCC1.Br[C:37]1[S:38][C:39]2[C:45]([C:46]([O:48][CH2:49][CH3:50])=[O:47])=[CH:44][CH:43]=[CH:42][C:40]=2[N:41]=1.C(=O)([O-])[O-].[Na+].[Na+]>>[Cl:1][C:2]1[N:3]=[C:4]([C:9]([NH:11][C@@H:12]2[CH2:17][CH2:16][N:15]([C:37]3[S:38][C:39]4[C:45]([C:46]([O:48][CH2:49][CH3:50])=[O:47])=[CH:44][CH:43]=[CH:42][C:40]=4[N:41]=3)[CH2:14][C@H:13]2[NH:25][CH:26]2[CH2:27][CH2:28]2)=[O:10])[NH:5][C:6]=1[CH2:7][CH3:8] |f:1.2,4.5.6|. Reactants: ClC=1N=C(NC1CC)C(=O)N[C@H]1[C@@H](CN(CC1)C(=O)OC(C)(C)C)NC1CC1 (tert-butyl trans(±)-4-{[(4-chloro-5-ethyl-1H-imidazol-2-yl)carbonyl]amino}-3-(cyclopropylamino)piperidine-1-carboxylate), C([O-])([O-])=O.[Na+].[Na+] (sodium carbonate), Cl.O1CCOCC1 (hydrochloric acid 1,4-dioxane), BrC=1SC2=C(N1)C=CC=C2C(=O)OCC (ethyl 2-bromo-1,3-benzothiazole-7-carboxylate). Yield: 71.9%. Procedure details: The same operation as in Example (196c) was performed using tert-butyl trans(±)-4-{[(4-chloro-5-ethyl-1H-imidazol-2-yl)carbonyl]amino}-3-(cyclopropylamino)piperidine-1-carboxylate obtained in Example (213a) (32.0 mg, 0.078 mmol), 4 N hydrochloric acid-1,4-dioxane (2 mL), ethyl 2-bromo-1,3-benzothiazole-7-carboxylate obtained in Example (1f) (24 mg, 0.085 mmol) and sodium carbonate (82 mg, 0.777 mmol), to obtain 29 mg of the title compound (72%) as a colorless solid. Yields the product ClC=1N=C(NC1CC)C(=O)N[C@H]1[C@@H](CN(CC1)C=1SC2=C(N1)C=CC=C2C(=O)OCC)NC2CC2 (Ethyl trans(±)-2-(4-{[(4-chloro-5-ethyl-1H-imidazol-2-yl)carbonyl]amino}-3-(cyclopropylamino)piperidin-1-yl)-1,3-benzothiazole-7-carboxylate). The reactants are FC(C(=O)C)(F)F (1,1,1-trifluoroacetone), [C-]#N (cyanide), [C-]#N.[Na+] (sodium cyanide), Cl (hydrochloric acid). Yields the product FC(C(C#N)(C)O)(F)F (racemic 3,3,3-trifluoro-2-hydroxy-2-methylpropanenitrile). As a reaction SMILES: [F:1][C:2]([F:7])([F:6])[C:3]([CH3:5])=[O:4].[C-:8]#[N:9].[C-]#N.[Na+].Cl>>[F:1][C:2]([F:7])([F:6])[C:3]([OH:4])([CH3:5])[C:8]#[N:9] |f:2.3|. Procedure: In Scheme 2, 1,1,1-trifluoroacetone (1) is reacted with a cyanide such as sodium cyanide in the presence of an acid such as hydrochloric acid to form racemic 3,3,3-trifluoro-2-hydroxy-2-methylpropanenitrile (2). The racemic 3,3,3-trifluoro-2-hydroxy-2-methylpropanenitrile (2) is then hydrolyzed with, for example, hydrochloric acid or sulfuric acid to provide racemic 3,3,3-trifluoro-2-hydroxy-2-methylpropanoic acid (3). Racemic (3) is then selectively crystallized with a resolving agent such as (... The reactants are ClC=1C=CC(=NC1)N1C(=NN=C1O)C (4-(5-chloropyridin-2-yl)-5-hydroxy-3-methyl-1,2,4-triazole), C(C)(C)(C)N=C=O (tert-butylisocyanate), C[O-].[Na+] (sodium methoxide). Run in O1CCCC1 (tetrahydrofuran). Reaction conditions: time 24 hour. Yields the product ClC=1C=CC(=NC1)N1C(=NN=C1OC(=O)NC(C)(C)C)C (4-(5-Chloropyridin-2-yl)-3-methyl-5-(N-tert.-butylaminocarbonyl) oxy-1,2,4-triazole). Reaction SMILES: [Cl:1][C:2]1[CH:3]=[CH:4][C:5]([N:8]2[C:12]([OH:13])=[N:11][N:10]=[C:9]2[CH3:14])=[N:6][CH:7]=1.[C:15]([N:19]=[C:20]=[O:21])([CH3:18])([CH3:17])[CH3:16].C[O-].[Na+]>O1CCCC1>[Cl:1][C:2]1[CH:3]=[CH:4][C:5]([N:8]2[C:12]([O:13][C:20]([NH:19][C:15]([CH3:18])([CH3:17])[CH3:16])=[O:21])=[N:11][N:10]=[C:9]2[CH3:14])=[N:6][CH:7]=1 |f:2.3|. Procedure details: 19.6 g (0.09 mol) of 4-(5-chloropyridin-2-yl)-5-hydroxy-3-methyl-1,2,4-triazole are suspended in 600 ml of absolute tetrahydrofuran. The mixture is heated to boiling and 20 g (0.2 mol) of tert-butylisocyanate are added, the mixture is heated for 10 minutes and 4 ml of a 5% methanolic sodium methoxide solution are added to the reaction mixture. It is then stirred for 24 hours under reflux conditions, then the suspension is concentrated and the residue is dissolved in methylene chloride and the in...